From a dataset of the Open Reaction Database (ORD), a public repository of structured organic reaction records. describe an organic reaction: reactants, conditions, products, and yield The reactants are O=C([O-])[O-], CC(=O)OCCC(N)C(=O)O, CCOC(=O)CC(=O)C(F)(F)F, CCO, Cl, Cl, [K+], [K+], O. Yields the product CC(=O)OCCC(NC(=O)C(F)(F)F)C(=O)O. RXN SMILES: [C:1](=[O:2])([O-:3])[O-:4].[C:8]([CH3:9])(=[O:10])[O:11][CH2:12][CH2:13][CH:14]([NH2:15])[C:16](=[O:17])[OH:18].[CH2:19]([O:20][C:21](=[O:22])[CH2:23][C:24]([C:25]([F:26])([F:27])[F:28])=[O:29])[CH3:30].[CH3:32][CH2:33][OH:34].[ClH:31].[ClH:7].[K+:5].[K+:6].[OH2:35]>>[C:8]([CH3:9])(=[O:10])[O:11][CH2:12][CH2:13][CH:14]([NH:15][C:24]([C:25]([F:26])([F:27])[F:28])=[O:29])[C:16](=[O:17])[OH:18]. Starting materials: C(CC1=CC=CC=C1)N (phenethylamine), FC(C1=CC=C(C=C1)C1=CNC2=CC=NC(=C2C1=O)NC1=CC=C(C=C1)Cl)(F)F (3-(4-Trifluoromethylphenyl)-1,4-dihydro-4-oxo-5-(4-chlorophenylamino)-1,6-naphthyridine), ClC1=CC=C(C=C1)CC(=O)OCC (ethyl (4-chlorophenyl)acetate), FC(C1=CC=C(C=C1)CC(=O)OCC)(F)F (ethyl (4-trifluoromethyl-phenyl)acetate), ClC1=CC=C(N)C=C1 (4-chloroaniline). Procedure: 3-(4-Trifluoromethylphenyl)-1,4-dihydro-4-oxo-5-(4-chlorophenylamino)-1,6-naphthyridine The title compound was prepared as described in Example 1 above except that ethyl (4-chlorophenyl)acetate was replaced with ethyl (4-trifluoromethyl-phenyl)acetate and phenethylamine was replaced with 4-chloroaniline. MS 416 (M+1)+. Product: C1(=CC=C(C=C1)C1=CNC2=CC=NC(=C2C1=O)NCCC1=CC=CC=C1)C (3-(p-Tolyl)-1,4-dihydro-4-oxo-5-phenethylamino-1,6-naphthyridine). As a reaction SMILES: F[C:2](F)(F)[C:3]1[CH:8]=[CH:7][C:6]([C:9]2[C:18](=[O:19])[C:17]3[C:12](=[CH:13][CH:14]=[N:15][C:16]=3[NH:20]C3C=CC(Cl)=CC=3)[NH:11][CH:10]=2)=[CH:5][CH:4]=1.Cl[C:31]1[CH:36]=[CH:35][C:34]([CH2:37][C:38](OCC)=O)=[CH:33][CH:32]=1.FC(F)(F)C1C=CC(CC(OCC)=O)=CC=1.C(N)CC1C=CC=CC=1.ClC1C=CC(N)=CC=1>>[C:3]1([CH3:2])[CH:8]=[CH:7][C:6]([C:9]2[C:18](=[O:19])[C:17]3[C:12](=[CH:13][CH:14]=[N:15][C:16]=3[NH:20][CH2:38][CH2:37][C:34]3[CH:35]=[CH:36][CH:31]=[CH:32][CH:33]=3)[NH:11][CH:10]=2)=[CH:5][CH:4]=1.